Dataset: the Open Reaction Database (ORD), a public repository of structured organic reaction records. Task: describe an organic reaction: reactants, conditions, products, and yield The reactants are CS(=O)(=O)C=1C=C(C(=O)Cl)C=CC1C1C=CCC1 (3-methylsulfonyl-4-(1-cyclopenten-3-yl)-benzoyl chloride), NC(=N)N (guanidine). Yields the product NC(=NC(C1=CC(=C(C=C1)C1C=CCC1)S(=O)(=O)C)=O)N (N-diaminomethylene-3-methylsulfonyl-4-(1-cyclopenten-3-yl)benzamide). Reaction SMILES: [CH3:1][S:2]([C:5]1[CH:6]=[C:7]([CH:11]=[CH:12][C:13]=1[CH:14]1[CH2:18][CH2:17][CH:16]=[CH:15]1)[C:8](Cl)=[O:9])(=[O:4])=[O:3].[NH2:19][C:20]([NH2:22])=[NH:21]>>[NH2:21][C:20]([NH2:22])=[N:19][C:8](=[O:9])[C:7]1[CH:11]=[CH:12][C:13]([CH:14]2[CH2:18][CH2:17][CH:16]=[CH:15]2)=[C:5]([S:2]([CH3:1])(=[O:4])=[O:3])[CH:6]=1. Reported procedure: Analogously to Example 1, by reaction of 2.2 g of 3-methylsulfonyl-4-(1-cyclopenten-3-yl)-benzoyl chloride with guanidine, customary working up gives N-diaminomethylene-3-methylsulfonyl-4-(1-cyclopenten-3-yl)benzamide, which can be recrystallized from acetonitrile/diethylether, m.p. 188°-190°. Reactants: C(=CC=CCCCCCCCC)Cl (dodecadienyl chloride), alcohol, C(CCCCCCC=CC=CC)Cl (8,10-dodecadien-1-yl chloride), C(C)(=O)[O-].[K+] (potassium acetate), C(C)(=O)O (acetic acid). Solvent: O (water), C(C)(=O)OCC (Ethyl acetate). Reaction conditions: time 1 hour. The product is C(C)(=O)OCCCCCCCC=CC=CC (8,10-dodecadienyl acetate). As a reaction SMILES: [CH:1](Cl)=[CH:2][CH:3]=[CH:4][CH2:5][CH2:6][CH2:7][CH2:8][CH2:9][CH2:10][CH2:11][CH3:12].C(Cl)CCCCCCC=CC=CC.[C:27]([O-:30])(=[O:29])[CH3:28].[K+].C(O)(=O)C>C(OCC)(=O)C.O>[C:27]([O:30][CH2:1][CH2:2][CH2:3][CH2:4][CH2:5][CH2:6][CH2:7][CH:8]=[CH:9][CH:10]=[CH:11][CH3:12])(=[O:29])[CH3:28] |f:2.3|. Procedure details: The particulars of the conversion of the dodecadienyl chloride to the alcohol that is CM pheromone are set forth below. To a 100 mL glass round-bottomed flask equipped with a reflux condenser, a stir bar and a nitrogen atmosphere were added 1.0 g (5 mmol) of 8,10-dodecadien-1-yl chloride, 8.1 g (8.3 mmol) potassium acetate and 40 ml of glacial acetic acid. This mixture was placed in a 150° C. oil bath for 76 hours, after which time GC analysis indicated that the reaction was >98% complete. The r... Starting materials: CC(=O)O, NNc1nc(F)c(F)cc1Cl, [Cu+2], O, O=S(=O)([O-])[O-]. Product: Fc1cc(Cl)cnc1F. Reaction SMILES: [CH3:12][C:13](=[O:14])[OH:15].[Cl:1][c:2]1[c:3]([NH:10][NH2:11])[n:4][c:5]([F:9])[c:6]([F:8])[cH:7]1.[Cu+2:21].[OH2:22].[S:16]([O-:17])([O-:18])(=[O:19])=[O:20]>>[Cl:1][c:2]1[cH:3][n:4][c:5]([F:9])[c:6]([F:8])[cH:7]1. The reactants are C([O-])([O-])=O.[K+].[K+] (potassium carbonate), CC=1C(=C(N)C=CC1)S(=O)(=O)C (3-methyl-2-methylsulfonylaniline), [Br-].[Br-].[Br-].C(CCC)[N+](CCCC)(CCCC)CCCC.C(CCC)[N+](CCCC)(CCCC)CCCC.C(CCC)[N+](CCCC)(CCCC)CCCC (tetrabutylammonium tribromide). Run in C(C)#N (acetonitrile). Yields the product BrC1=C(C(=C(N)C=C1)S(=O)(=O)C)C (4-bromo-3-methyl-2-methylsulfonylaniline). The yield is 82.7%. As a reaction SMILES: C(=O)([O-])[O-].[K+].[K+].[CH3:7][C:8]1[C:9]([S:15]([CH3:18])(=[O:17])=[O:16])=[C:10]([CH:12]=[CH:13][CH:14]=1)[NH2:11].[Br-:19].[Br-].[Br-].C([N+](CCCC)(CCCC)CCCC)CCC.C([N+](CCCC)(CCCC)CCCC)CCC.C([N+](CCCC)(CCCC)CCCC)CCC>C(#N)C>[Br:19][C:14]1[CH:13]=[CH:12][C:10]([NH2:11])=[C:9]([S:15]([CH3:18])(=[O:17])=[O:16])[C:8]=1[CH3:7] |f:0.1.2,4.5.6.7.8.9|. Reported procedure: 400 g (2.9 mol) of potassium carbonate were added to a solution of 134 g (0.73 mol) of 3-methyl-2-methylsulfonylaniline in 1200 ml of acetonitrile. At room temperature, 320 g (0.65 mol) of tetrabutylammonium tribromide were then added a little at a time, with vigorous stirring. The resulting precipitate was separated off, methyl tert-butyl ether was added to the filtrate and the filtrate was extracted with dilute hydrochloric acid and then with water. The organic phase was concentrated to drynes... Reaction SMILES: [c:1]1([CH2:7][O:8][C:9]([NH:10][CH2:11][CH2:12][c:13]2[cH:14][cH:15][c:16]([NH2:19])[cH:17][cH:18]2)=[O:20])[cH:2][cH:3][cH:4][cH:5][cH:6]1.[n:21]1[cH:22][cH:23][cH:24][c:25]2[cH:26][cH:27][cH:28][c:29]([S:31](=[O:32])(=[O:33])[Cl:34])[c:30]12>>[c:1]1([CH2:7][O:8][C:9]([NH:10][CH2:11][CH2:12][c:13]2[cH:14][cH:15][c:16]([NH:19][S:31]([c:29]3[cH:28][cH:27][cH:26][c:25]4[cH:24][cH:23][cH:22][n:21][c:30]43)(=[O:32])=[O:33])[cH:17][cH:18]2)=[O:20])[cH:2][cH:3][cH:4][cH:5][cH:6]1. The product is O=C(NCCc1ccc(NS(=O)(=O)c2cccc3cccnc23)cc1)OCc1ccccc1. The reactants are Nc1ccc(CCNC(=O)OCc2ccccc2)cc1, O=S(=O)(Cl)c1cccc2cccnc12. The product is CNC(=O)CNC(=O)c1ccc(C)c(-n2c(C)nc(OCc3ccc(F)cc3F)c(Cl)c2=O)c1. Starting materials: CN1CCOCC1, Cc1ccc(C(=O)NCCO)cc1-n1c(C)nc(OCc2ccc(F)cc2F)c(Cl)c1=O. RXN SMILES: [CH3:33][N:34]1[CH2:35][CH2:36][O:37][CH2:38][CH2:39]1.[Cl:1][c:2]1[c:3]([O:23][CH2:24][c:25]2[c:26]([F:32])[cH:27][c:28]([F:31])[cH:29][cH:30]2)[n:4][c:5]([CH3:22])[n:6](-[c:9]2[cH:10][c:11]([C:12](=[O:13])[NH:14][CH2:15][CH2:16][OH:17])[cH:18][cH:19][c:20]2[CH3:21])[c:7]1=[O:8]>>[Cl:1][c:2]1[c:3]([O:23][CH2:24][c:25]2[c:26]([F:32])[cH:27][c:28]([F:31])[cH:29][cH:30]2)[n:4][c:5]([CH3:22])[n:6](-[c:9]2[cH:10][c:11]([C:12](=[O:13])[NH:14][CH2:15][C:16](=[O:17])[NH:34][CH3:33])[cH:18][cH:19][c:20]2[CH3:21])[c:7]1=[O:8]. The reactants are C(C)(=O)O[BH-](OC(C)=O)OC(C)=O.[Na+] (sodium triacetoxy borohydride), FC1=C(C=C(C(=C1)C1=CC=C2C(=NNC2=C1)C=1NC2=C(CNCC2)N1)CC(F)(F)F)O (2-fluoro-4-[3-(4,5,6,7-tetrahydro-1H-imidazo[4,5-c]pyridin-2-yl)-1H-indazol-6-yl]-5-(2,2,2-trifluoro-ethyl)-phenol), CC(=O)[O-].[K+] (KOAc), FC1=CC=C(C=O)C=C1 (4-fluorobenzaldehyde). Reaction SMILES: [F:1][C:2]1[CH:7]=[C:6]([C:8]2[CH:16]=[C:15]3[C:11]([C:12]([C:17]4[NH:18][C:19]5[CH2:24][CH2:23][NH:22][CH2:21][C:20]=5[N:25]=4)=[N:13][NH:14]3)=[CH:10][CH:9]=2)[C:5]([CH2:26][C:27]([F:30])([F:29])[F:28])=[CH:4][C:3]=1[OH:31].CC([O-])=O.[K+].[F:37][C:38]1[CH:45]=[CH:44][C:41]([CH:42]=O)=[CH:40][CH:39]=1.C(O[BH-](OC(=O)C)OC(=O)C)(=O)C.[Na+]>CO>[F:1][C:2]1[CH:7]=[C:6]([C:8]2[CH:16]=[C:15]3[C:11]([C:12]([C:17]4[NH:18][C:19]5[CH2:24][CH2:23][N:22]([CH2:42][C:41]6[CH:44]=[CH:45][C:38]([F:37])=[CH:39][CH:40]=6)[CH2:21][C:20]=5[N:25]=4)=[N:13][NH:14]3)=[CH:10][CH:9]=2)[C:5]([CH2:26][C:27]([F:28])([F:29])[F:30])=[CH:4][C:3]=1[OH:31] |f:1.2,4.5|. Run at time 1 hour. The product is FC1=C(C=C(C(=C1)C1=CC=C2C(=NNC2=C1)C=1NC2=C(CN(CC2)CC2=CC=C(C=C2)F)N1)CC(F)(F)F)O (2-Fluoro-4-{3-[5-(4-fluoro-benzyl)-4,5,6,7-tetrahydro-1H-imidazo[4,5-c]pyridin-2-yl]-1H-indazol-6-yl}-5-(2,2,2-trifluoro-ethyl)-phenol). Procedure details: To a solution of 2-fluoro-4-[3-(4,5,6,7-tetrahydro-1H-imidazo[4,5-c]pyridin-2-yl)-1H-indazol-6-yl]-5-(2,2,2-trifluoro-ethyl)-phenol (Preparation 39, 100 mg, 0.21 mmol) and KOAc (22.75 mg, 0.23 mmol) in MeOH (1 mL), 4-fluorobenzaldehyde (57.54 mg, 0.46 mmol) was added and the mixture stirred at room temperature for 1 hr followed by portionwise addition of sodium triacetoxy borohydride (162.12 mg, 0.76 mmol) over 2 hrs. The mixture was thereafter stirred at room temperature for 18 hrs. The reactio... Solvent: CO (MeOH). Yield: 30.4%.